Dataset: the Open Reaction Database (ORD), a public repository of structured organic reaction records. Task: describe an organic reaction: reactants, conditions, products, and yield Reactants: CCO, CCOC(=O)C(Cc1cc(Cl)c(N)c(C(F)(F)F)c1)NC(=O)N1CCC(N2CCc3ccccc3NC2=O)CC1, [Na+], [OH-]. The product is Nc1c(Cl)cc(CC(NC(=O)N2CCC(N3CCc4ccccc4NC3=O)CC2)C(=O)O)cc1C(F)(F)F. As a reaction SMILES: [CH3:43][CH2:44][OH:45].[NH2:3][c:4]1[c:5]([Cl:42])[cH:6][c:7]([CH2:14][CH:15]([C:16](=[O:17])[O:18][CH2:19][CH3:20])[NH:21][C:22](=[O:23])[N:24]2[CH2:25][CH2:26][CH:27]([N:30]3[C:31](=[O:41])[NH:32][c:33]4[c:34]([cH:37][cH:38][cH:39][cH:40]4)[CH2:35][CH2:36]3)[CH2:28][CH2:29]2)[cH:8][c:9]1[C:10]([F:11])([F:12])[F:13].[Na+:2].[OH-:1]>>[NH2:3][c:4]1[c:5]([Cl:42])[cH:6][c:7]([CH2:14][CH:15]([C:16](=[O:17])[OH:18])[NH:21][C:22](=[O:23])[N:24]2[CH2:25][CH2:26][CH:27]([N:30]3[C:31](=[O:41])[NH:32][c:33]4[c:34]([cH:37][cH:38][cH:39][cH:40]4)[CH2:35][CH2:36]3)[CH2:28][CH2:29]2)[cH:8][c:9]1[C:10]([F:11])([F:12])[F:13].